This data is from the Open Reaction Database (ORD), a public repository of structured organic reaction records. The task is: describe an organic reaction: reactants, conditions, products, and yield The reactants are N[C@@H](C(=O)NC=1C=NC(=CC1)OC=1C=C2C(OCC2=CC1)(C)C)CC ((2R)-2-amino-N-[6-[(3,3-dimethyl-1H-isobenzofuran-5-yl)oxy]-3-pyridyl]butanamide), N[C@@H](C(=O)NC=1C=NC(=CC1)OC=1C=C2C(OCC2=CC1)(C)C)CC ((2R)-2-amino-N-[6-[(3,3-dimethyl-1H-isobenzofuran-5-yl)oxy]-3-pyridyl]butanamide), C(OC(Cl)(Cl)Cl)(OC(Cl)(Cl)Cl)=O (bis(trichloromethyl) carbonate). Run in C(Cl)Cl (DCM), C(Cl)Cl (DCM), C(Cl)Cl (DCM). Conditions: temperature 0 celsius, time 30 minute. Product: CC1(OCC2=CC=C(C=C12)OC1=CC=C(C=N1)N1C(N[C@@H](C1=O)CC)=O)C ((5R)-3-[6-[(3,3-dimethyl-1H-isobenzofuran-5-yl)oxy]-3-pyridyl]-5-ethyl-imidazolidine-2,4-dione). Isolated yield 167.5%. As a reaction SMILES: [NH2:1][C@H:2]([CH2:24][CH3:25])[C:3]([NH:5][C:6]1[CH:7]=[N:8][C:9]([O:12][C:13]2[CH:14]=[C:15]3[C:19](=[CH:20][CH:21]=2)[CH2:18][O:17][C:16]3([CH3:23])[CH3:22])=[CH:10][CH:11]=1)=[O:4].[C:26](=O)(OC(Cl)(Cl)Cl)[O:27]C(Cl)(Cl)Cl>C(Cl)Cl>[CH3:23][C:16]1([CH3:22])[C:15]2[C:19](=[CH:20][CH:21]=[C:13]([O:12][C:9]3[N:8]=[CH:7][C:6]([N:5]4[C:3](=[O:4])[C@@H:2]([CH2:24][CH3:25])[NH:1][C:26]4=[O:27])=[CH:11][CH:10]=3)[CH:14]=2)[CH2:18][O:17]1. Procedure: To a solution of (2R)-2-amino-N-[6-[(3,3-dimethyl-1H-isobenzofuran-5-yl)oxy]-3-pyridyl]butanamide (Intermediate 61, 18 mg, 0.0527 mmol) in DCM (4 mL) N,N-diethylethanamine (0.022 ml, 0.16 mmol) was added and the reaction mixture was cooled to 0° C. A solution of bis(trichloromethyl) carbonate (7.8 mg, 0.026 mmol) in DCM (1 mL) was slowly added and the reaction mixture was stirred for 30 minutes at the same temperature. The reaction was diluted with DCM (5 ml) and washed with an aqueous saturated...